Task: describe an organic reaction: reactants, conditions, products, and yield. Dataset: the Open Reaction Database (ORD), a public repository of structured organic reaction records The reactants are CC(=O)O, FC1(F)Cc2cn(-c3c(Cl)cc(C(F)(F)F)cc3Cl)nc2C1, O=[Cr](=O)=O. The product is O=C1c2cn(-c3c(Cl)cc(C(F)(F)F)cc3Cl)nc2CC1(F)F. RXN SMILES: [CH3:27][C:28](=[O:29])[OH:30].[Cl:1][c:2]1[c:3](-[n:13]2[n:14][c:15]3[c:16]([cH:17]2)[CH2:18][C:19]([F:21])([F:22])[CH2:20]3)[c:4]([Cl:12])[cH:5][c:6]([C:8]([F:9])([F:10])[F:11])[cH:7]1.[O:23]=[Cr:24](=[O:25])=[O:26]>>[Cl:1][c:2]1[c:3](-[n:13]2[n:14][c:15]3[c:16]([cH:17]2)[C:18](=[O:23])[C:19]([F:21])([F:22])[CH2:20]3)[c:4]([Cl:12])[cH:5][c:6]([C:8]([F:9])([F:10])[F:11])[cH:7]1. The reactants are C(C(=O)Cl)(=O)Cl (Oxalyl chloride), C1(=CC=CC=C1)CCCCC(CC(=O)O)SC1=CC=CC=C1 (7-Phenyl-3-phenylsulfanylheptanoic acid), C[Si](ON)(C)C (O-(trimethylsilyl)hydroxylamine). Run in C(Cl)Cl (CH2Cl2). Run at temperature 0 celsius, time 2 hour. The product is ONC(CC(CCCCC1=CC=CC=C1)SC1=CC=CC=C1)=O (7-phenyl-3-phenylsulfanylheptanoic acid hydroxyamide). RXN SMILES: [C:1]1([CH2:7][CH2:8][CH2:9][CH2:10][CH:11]([S:16][C:17]2[CH:22]=[CH:21][CH:20]=[CH:19][CH:18]=2)[CH2:12][C:13](O)=[O:14])[CH:6]=[CH:5][CH:4]=[CH:3][CH:2]=1.C(Cl)(=O)C(Cl)=O.C[Si](C)(C)[O:31][NH2:32]>C(Cl)Cl>[OH:31][NH:32][C:13](=[O:14])[CH2:12][CH:11]([S:16][C:17]1[CH:22]=[CH:21][CH:20]=[CH:19][CH:18]=1)[CH2:10][CH2:9][CH2:8][CH2:7][C:1]1[CH:6]=[CH:5][CH:4]=[CH:3][CH:2]=1. Procedure details: 7-Phenyl-3-phenylsulfanylheptanoic acid (2 g; 6.5 mmol) is dissolved in CH2Cl2 (20 mL) and cooled to 0° C. Oxalyl chloride (1.1 mL, 13 mmol) is added dropwise, the bath removed and the reaction allowed to warm and stir at 20° C. for 2 hours. The reaction is then concentrated in vacuo and azeotroped with CH2Cl2. The resulting oil is dissolved in CH2Cl2 (20 mL), cooled to 0° C. and O-(trimethylsilyl)hydroxylamine (1.7 g, 16 mmol) is added dropwise. The bath is removed and the reaction is allowed t...